Dataset: the Open Reaction Database (ORD), a public repository of structured organic reaction records. Task: describe an organic reaction: reactants, conditions, products, and yield The reactants are COC=1C=C2C(=CC=NC2=CC1OC)OC1=CC(=C(N)C=C1C)C (4-[(6,7-Dimethoxy-4-quinolyl)oxy]-2,5-dimethylaniline), ClC(Cl)(OC(OC(Cl)(Cl)Cl)=O)Cl (triphosgene), C([O-])(O)=O.[Na+] (sodium bicarbonate), COC=1C=C(C=CC1)CO ((3-methoxyphenyl)methanol). The solvent is C(C)N(CC)CC (triethylamine), C1(=CC=CC=C1)C (toluene), C(Cl)Cl (methylene chloride). Yields the product COC=1C=C2C(=CC=NC2=CC1OC)OC1=CC(=C(C=C1C)NC(OCC1=CC(=CC=C1)OC)=O)C (3-Methoxybenzyl N-{4-[(6,7-dimethoxy-4-quinolyl)oxy]-2,5-dimethylphenyl}carbamate). Yield: 79.7%. As a reaction SMILES: [CH3:1][O:2][C:3]1[CH:4]=[C:5]2[C:10](=[CH:11][C:12]=1[O:13][CH3:14])[N:9]=[CH:8][CH:7]=[C:6]2[O:15][C:16]1[C:22]([CH3:23])=[CH:21][C:19]([NH2:20])=[C:18]([CH3:24])[CH:17]=1.ClC(Cl)(O[C:29](=[O:35])[O:30][C:31](Cl)(Cl)Cl)Cl.[CH3:37][O:38][C:39]1[CH:40]=[C:41](CO)[CH:42]=[CH:43][CH:44]=1.C(=O)(O)[O-].[Na+]>C(Cl)Cl.C(N(CC)CC)C.C1(C)C=CC=CC=1>[CH3:1][O:2][C:3]1[CH:4]=[C:5]2[C:10](=[CH:11][C:12]=1[O:13][CH3:14])[N:9]=[CH:8][CH:7]=[C:6]2[O:15][C:16]1[C:22]([CH3:23])=[CH:21][C:19]([NH:20][C:29](=[O:35])[O:30][CH2:31][C:43]2[CH:42]=[CH:41][CH:40]=[C:39]([O:38][CH3:37])[CH:44]=2)=[C:18]([CH3:24])[CH:17]=1 |f:3.4|. Procedure details: 4-[(6,7-Dimethoxy-4-quinolyl)oxy]-2,5-dimethylaniline (100 mg) was added to toluene (10 ml) and triethylamine (1 ml), and the mixture was heated under reflux to prepare a solution. A solution of triphosgene (140 mg) in methylene chloride was then added thereto, and the mixture was heated under reflux for 10 min. Next, (3-methoxyphenyl)methanol (65 mg) was added thereto, and the mixture was further stirred with heating under reflux for 3 hr. A saturated aqueous sodium bicarbonate solution was add... Reactants: ClC1=C(C=NC2=C(C=CC=C12)C(F)(F)F)C#N (4-chloro-8-(trifluoromethyl)quinoline-3-carbonitrile), OC=1C=C(C=CC1)B(O)O (3-hydroxyphenylboronic acid). Yields the product OC=1C=C(C=CC1)C1=C(C=NC2=C(C=CC=C12)C(F)(F)F)C#N (4-(3-HYDROXYPHENYL)-8-(TRIFLUOROMETHYL)QUINOLINE-3-CARBONITRILE). As a reaction SMILES: Cl[C:2]1[C:11]2[C:6](=[C:7]([C:12]([F:15])([F:14])[F:13])[CH:8]=[CH:9][CH:10]=2)[N:5]=[CH:4][C:3]=1[C:16]#[N:17].[OH:18][C:19]1[CH:20]=[C:21](B(O)O)[CH:22]=[CH:23][CH:24]=1>>[OH:18][C:19]1[CH:24]=[C:23]([C:2]2[C:11]3[C:6](=[C:7]([C:12]([F:15])([F:14])[F:13])[CH:8]=[CH:9][CH:10]=3)[N:5]=[CH:4][C:3]=2[C:16]#[N:17])[CH:22]=[CH:21][CH:20]=1. Reported procedure: The title compound was prepared from 4-chloro-8-(trifluoromethyl)quinoline-3-carbonitrile and 3-hydroxyphenylboronic acid according to the procedure of Example 1. HRMS: calcd for C17H9F3N2O+H+, 315.07397; found (ESI, [M+H]+), 315.0752. The solvent is CC(CC)=O (2-butanone). Conditions: temperature 20 celsius. Procedure: anhydrous potassium carbonate (2.28 g) is added to a stirred suspension of 2-(4-methylphenyl)-5-methoxy-4-quinolone (2.19 g) and 4-(2-chloroacetyl)morpholine (1.62 g) in 2-butanone (76 cc). The mixture is heated to reflux for 4 hours 20 minutes and cooled to room temperature (approximately 20° C.) and the solvent is evaporated off under reduced pressure. The residue is taken up with water and ethyl acetate and the organic phase is separated after settling has taken place, dried over magnesium su... Yield: 71.0%. The reactants are C([O-])([O-])=O.[K+].[K+] (potassium carbonate), CC1=CC=C(C=C1)C1=NC2=CC=CC(=C2C(C1)=O)OC (2-(4-methylphenyl)-5-methoxy-4-quinolone), ClCC(=O)N1CCOCC1 (4-(2-chloroacetyl)morpholine). RXN SMILES: C(=O)([O-])[O-].[K+].[K+].[CH3:7][C:8]1[CH:13]=[CH:12][C:11]([C:14]2[CH2:23][C:22](=[O:24])[C:21]3[C:16](=[CH:17][CH:18]=[CH:19][C:20]=3[O:25][CH3:26])[N:15]=2)=[CH:10][CH:9]=1.Cl[CH2:28][C:29]([N:31]1[CH2:36][CH2:35][O:34][CH2:33][CH2:32]1)=[O:30]>CC(=O)CC>[CH3:7][C:8]1[CH:9]=[CH:10][C:11]([C:14]2[CH:23]=[C:22]([O:24][CH2:28][C:29]([N:31]3[CH2:36][CH2:35][O:34][CH2:33][CH2:32]3)=[O:30])[C:21]3[C:16](=[CH:17][CH:18]=[CH:19][C:20]=3[O:25][CH3:26])[N:15]=2)=[CH:12][CH:13]=1 |f:0.1.2|. The product is CC1=CC=C(C=C1)C1=NC2=CC=CC(=C2C(=C1)OCC(=O)N1CCOCC1)OC (4-{[2-(4-Methylphenyl)-5-methoxy-4-quinolyl]oxyacetyl}morpholine). Starting materials: C(C)N1CCOCC1 (N-ethylmorpholine), C1CCC(CC1)N=C=NC2CCCCC2 (DCC), N[C@@H](CC1=CC=C(C=C1)OC(C)(C)C)C(=O)NCC(=O)OCC.Cl (H-Tyr(But)-Gly-OEt.HCl), N([C@@H](CC1=CC=C(C=C1)OC(C)(C)C)C(=O)O)C(=O)OCC1=CC=CC=C1 (Z-Tyr(But)-OH), C=1C=CC2=C(C1)N=NN2O (HOBt). Run in CN(C=O)C (dimethylformamide). The product is N([C@@H](CC1=CC=C(C=C1)OC(C)(C)C)C(=O)N[C@@H](CC1=CC=C(C=C1)OC(C)(C)C)C(=O)NCC(=O)OCC)C(=O)OCC1=CC=CC=C1 (Z-Tyr(But)-Tyr(But)-Gly-OEt). As a reaction SMILES: C(N1CCOCC1)C.C1CCC(N=C=NC2CCCCC2)CC1.[NH2:24][C@H:25]([C:38]([NH:40][CH2:41][C:42]([O:44][CH2:45][CH3:46])=[O:43])=[O:39])[CH2:26][C:27]1[CH:32]=[CH:31][C:30]([O:33][C:34]([CH3:37])([CH3:36])[CH3:35])=[CH:29][CH:28]=1.Cl.[NH:48]([C:65]([O:67][CH2:68][C:69]1[CH:74]=[CH:73][CH:72]=[CH:71][CH:70]=1)=[O:66])[C@H:49]([C:62](O)=[O:63])[CH2:50][C:51]1[CH:56]=[CH:55][C:54]([O:57][C:58]([CH3:61])([CH3:60])[CH3:59])=[CH:53][CH:52]=1.C1C=CC2N(O)N=NC=2C=1>CN(C)C=O>[NH:48]([C:65]([O:67][CH2:68][C:69]1[CH:70]=[CH:71][CH:72]=[CH:73][CH:74]=1)=[O:66])[C@H:49]([C:62]([NH:24][C@H:25]([C:38]([NH:40][CH2:41][C:42]([O:44][CH2:45][CH3:46])=[O:43])=[O:39])[CH2:26][C:27]1[CH:32]=[CH:31][C:30]([O:33][C:34]([CH3:37])([CH3:36])[CH3:35])=[CH:29][CH:28]=1)=[O:63])[CH2:50][C:51]1[CH:52]=[CH:53][C:54]([O:57][C:58]([CH3:59])([CH3:61])[CH3:60])=[CH:55][CH:56]=1 |f:2.3|. Procedure details: 5.12 ml (40 mmoles) of N-ethylmorpholine and 8.65 g (42 mmoles) of DCC are added at 0° C. to a solution of 14.35 g (40 mmoles) of H-Tyr(But)-Gly-OEt.HCl, 14.84 g (40 mmoles) of Z-Tyr(But)-OH and 5.4 g (40 mmoles) of HOBt in 100 ml of dimethylformamide. The mixture is worked up as in Example 1 a. The residue is triturated with petroleum ether. Yield 26.3 g. The substance is purified by chromatographing a solution in 9:1 methylene chloride/acetone over 150 g of silica gel. The fractions were conce... The reactants are CC(=O)O[BH-](OC(C)=O)OC(C)=O, CO, ClCCl, COC(=O)C1CN(CCn2c(=O)ccc3c(F)cc(F)cc32)CCC1N, [Na+], O=Cc1cc2c(cn1)OCCO2. Product: COC(=O)C1CN(CCn2c(=O)ccc3c(F)cc(F)cc32)CCC1NCc1cc2c(cn1)OCCO2. Reaction SMILES: [C:39]([O:40][BH-:41]([O:42][C:43](=[O:44])[CH3:45])[O:46][C:47](=[O:48])[CH3:49])(=[O:50])[CH3:51].[CH3:53][OH:54].[Cl:55][CH2:56][Cl:57].[NH2:1][CH:2]1[CH:3]([C:23](=[O:24])[O:25][CH3:26])[CH2:4][N:5]([CH2:8][CH2:9][n:10]2[c:11](=[O:22])[cH:12][cH:13][c:14]3[c:15]([F:21])[cH:16][c:17]([F:20])[cH:18][c:19]23)[CH2:6][CH2:7]1.[Na+:52].[O:27]1[CH2:28][CH2:29][O:30][c:31]2[cH:32][n:33][c:34]([CH:37]=[O:38])[cH:35][c:36]21>>[NH:1]([CH:2]1[CH:3]([C:23](=[O:24])[O:25][CH3:26])[CH2:4][N:5]([CH2:8][CH2:9][n:10]2[c:11](=[O:22])[cH:12][cH:13][c:14]3[c:15]([F:21])[cH:16][c:17]([F:20])[cH:18][c:19]23)[CH2:6][CH2:7]1)[CH2:37][c:34]1[n:33][cH:32][c:31]2[c:36]([cH:35]1)[O:27][CH2:28][CH2:29][O:30]2. Starting materials: [Br-], [Br-], CCCCC#CCCO, CCOCC, c1ccc([PH+](c2ccccc2)c2ccccc2)cc1, c1ccc([PH+](c2ccccc2)c2ccccc2)cc1. The product is CCCCC#CCCBr. RXN SMILES: [Br-:1].[Br-:2].[CH2:41]([CH2:42][C:43]#[C:44][CH2:45][CH2:46][CH2:47][CH3:48])[OH:49].[CH3:50][CH2:51][O:52][CH2:53][CH3:54].[c:22]1([PH+:23]([c:24]2[cH:25][cH:26][cH:27][cH:28][cH:29]2)[c:30]2[cH:31][cH:32][cH:33][cH:34][cH:35]2)[cH:36][cH:37][cH:38][cH:39][cH:40]1.[c:3]1([PH+:4]([c:5]2[cH:6][cH:7][cH:8][cH:9][cH:10]2)[c:11]2[cH:12][cH:13][cH:14][cH:15][cH:16]2)[cH:17][cH:18][cH:19][cH:20][cH:21]1>>[Br:1][CH2:41][CH2:42][C:43]#[C:44][CH2:45][CH2:46][CH2:47][CH3:48].